describe an organic reaction: reactants, conditions, products, and yield From a dataset of the Open Reaction Database (ORD), a public repository of structured organic reaction records. Starting materials: Fc1ccc(Cn2c(NC3CCN(CCNc4nccs4)CC3)nc3ccccc32)cc1, CN=C=S, C1CCOC1. The product is CNC(=S)N(CCN1CCC(Nc2nc3ccccc3n2Cc2ccc(F)cc2)CC1)c1nccs1. RXN SMILES: [F:5][c:6]1[cH:7][cH:8][c:9]([CH2:12][n:13]2[c:14]([NH:22][CH:23]3[CH2:24][CH2:25][N:26]([CH2:29][CH2:30][NH:31][c:32]4[s:33][cH:34][cH:35][n:36]4)[CH2:27][CH2:28]3)[n:15][c:16]3[c:17]2[cH:18][cH:19][cH:20][cH:21]3)[cH:10][cH:11]1.[N:1](=[C:2]=[S:3])[CH3:4].[O:37]1[CH2:38][CH2:39][CH2:40][CH2:41]1>>[NH:1]([C:2](=[S:3])[N:31]([CH2:30][CH2:29][N:26]1[CH2:25][CH2:24][CH:23]([NH:22][c:14]2[n:13]([CH2:12][c:9]3[cH:8][cH:7][c:6]([F:5])[cH:11][cH:10]3)[c:17]3[c:16]([n:15]2)[cH:21][cH:20][cH:19][cH:18]3)[CH2:28][CH2:27]1)[c:32]1[s:33][cH:34][cH:35][n:36]1)[CH3:4]. Starting materials: [Br-], Ic1cn(C(c2ccccc2)(c2ccccc2)c2ccccc2)cn1, CC[Mg+], Cc1cscc1C=O, CCOCC, ClCCl. Yields the product Cc1cscc1C(O)c1cn(C(c2ccccc2)(c2ccccc2)c2ccccc2)cn1. RXN SMILES: [Br-:26].[C:1]([c:2]1[cH:3][cH:4][cH:5][cH:6][cH:7]1)([c:8]1[cH:9][cH:10][cH:11][cH:12][cH:13]1)([c:14]1[cH:15][cH:16][cH:17][cH:18][cH:19]1)[n:20]1[cH:21][n:22][c:23]([I:25])[cH:24]1.[CH2:27]([Mg+:28])[CH3:29].[CH3:30][c:31]1[c:32]([CH:36]=[O:37])[cH:33][s:34][cH:35]1.[CH3:38][CH2:39][O:40][CH2:41][CH3:42].[Cl:43][CH2:44][Cl:45]>>[C:1]([c:2]1[cH:3][cH:4][cH:5][cH:6][cH:7]1)([c:8]1[cH:9][cH:10][cH:11][cH:12][cH:13]1)([c:14]1[cH:15][cH:16][cH:17][cH:18][cH:19]1)[n:20]1[cH:21][n:22][c:23]([CH:36]([c:32]2[c:31]([CH3:30])[cH:35][s:34][cH:33]2)[OH:37])[cH:24]1. The reactants are Brc1n[nH]c2ccccc12, COc1ccc(B(O)O)cc1, COCCOC, [Na+], [Na+], O=C([O-])[O-]. The product is COc1ccc(-c2n[nH]c3ccccc23)cc1. As a reaction SMILES: [Br:1][c:2]1[n:3][nH:4][c:5]2[cH:6][cH:7][cH:8][cH:9][c:10]12.[CH3:11][O:12][c:13]1[cH:14][cH:15][c:16]([B:19]([OH:20])[OH:21])[cH:17][cH:18]1.[CH3:22][O:23][CH2:24][CH2:25][O:26][CH3:27].[Na+:28].[Na+:29].[O-:30][C:31](=[O:32])[O-:33]>>[c:2]1(-[c:16]2[cH:15][cH:14][c:13]([O:12][CH3:11])[cH:18][cH:17]2)[n:3][nH:4][c:5]2[cH:6][cH:7][cH:8][cH:9][c:10]12. Starting materials: NC1=NC(=NC=C1C#N)C(C)C (4-Amino-2-isopropyl-pyrimidine-5-carbonitrile), COC(N(C)C)OC (N,N-dimethylformamide dimethyl acetal). Product: C(#N)C=1C(=NC(=NC1)C(C)C)N=CN(C)C (N′-(5-Cyano-2-isopropyl-pyrimidin-4-yl)-N,N-dimethyl-formamidine). Reaction SMILES: [NH2:1][C:2]1[C:7]([C:8]#[N:9])=[CH:6][N:5]=[C:4]([CH:10]([CH3:12])[CH3:11])[N:3]=1.CO[CH:15](OC)[N:16]([CH3:18])[CH3:17]>>[C:8]([C:7]1[C:2]([N:1]=[CH:15][N:16]([CH3:18])[CH3:17])=[N:3][C:4]([CH:10]([CH3:12])[CH3:11])=[N:5][CH:6]=1)#[N:9]. Procedure details: The title compound was prepared from the reaction of 4-Amino-2-isopropyl-pyrimidine-5-carbonitrile with N,N-dimethylformamide dimethyl acetal using the procedure from Example 156B to provide the title compound.